This data is from the Open Reaction Database (ORD), a public repository of structured organic reaction records. The task is: describe an organic reaction: reactants, conditions, products, and yield Starting materials: C[Si](NC(C)=O)(C)C (N-trimethylsilylacetamide), P(=O)(Cl)(Cl)Cl (Phosphorus oxychloride), N[C@H]1[C@@H]2N(C(=C(CS2)C=2SC(=NN2)C)C(=S)O)C1=O (7β-amino-3-(5-methyl-1,3,4-thiadiazol-2-yl)thio-3-cephem-4-carboxylic acid), C(O)([O-])=O.[Na+] (sodium hydrogen carbonate), C(C)(C)(C)OC(=O)NC1=NC(=NS1)CC(=O)O (2-(5-tert-butoxycarbonylamino-1,2,4-thiadiazol-3-yl)acetic acid), Cl (hydrochloric acid). The solvent is C(C)(=O)OCC (ethyl acetate), CN(C=O)C (N,N-dimethylformamide), O1CCCC1 (tetrahydrofuran), O1CCCC1 (tetrahydrofuran), C(C)(=O)OCC (ethyl acetate), O (water), C(C)(=O)OCC (ethyl acetate). Reaction conditions: time 10 minute. The product is C(C)(C)(C)OC(=O)NC1=NC(=NS1)CC(=O)N[C@H]1[C@@H]2N(C(=C(CS2)C=2SC(=NN2)C)C(=S)O)C1=O (7β-[2-(5-tert-butoxycarbonylamino-1,2,4-thiadiazol-3-yl)acetamido]-3-(5-methyl-1,3,4-thiadiazol-2-yl)thio-3-cephem-4-carboxylic acid). The yield is 57.1%. RXN SMILES: P(Cl)(Cl)(Cl)=O.[C:6]([O:10][C:11]([NH:13][C:14]1[S:18][N:17]=[C:16]([CH2:19][C:20]([OH:22])=O)[N:15]=1)=[O:12])([CH3:9])([CH3:8])[CH3:7].[NH2:23][C@@H:24]1[C:40](=[O:41])[N:26]2[C:27]([C:37]([OH:39])=[S:38])=[C:28]([C:31]3[S:32][C:33]([CH3:36])=[N:34][N:35]=3)[CH2:29][S:30][C@H:25]12.C[Si](C)(C)NC(=O)C.C(=O)([O-])O.[Na+].Cl>O1CCCC1.C(OCC)(=O)C.O.CN(C)C=O>[C:6]([O:10][C:11]([NH:13][C:14]1[S:18][N:17]=[C:16]([CH2:19][C:20]([NH:23][C@@H:24]2[C:40](=[O:41])[N:26]3[C:27]([C:37]([OH:39])=[S:38])=[C:28]([C:31]4[S:32][C:33]([CH3:36])=[N:34][N:35]=4)[CH2:29][S:30][C@H:25]23)=[O:22])[N:15]=1)=[O:12])([CH3:7])([CH3:8])[CH3:9] |f:4.5|. Procedure: Phosphorus oxychloride (473 μl) was added dropwise to a mixture of N,N-dimethylformamide (388 μl) and ethyl acetate (1 ml) under ice-cooling. After being stirred for 10 minutes at the same temperature, the mixture was cooled until a precipitate appeared. To the suspension was added tetrahydrofuran (17 ml). The suspension was stirred at the same temperature for 30 minutes. To the suspension was added 2-(5-tert-butoxycarbonylamino-1,2,4-thiadiazol-3-yl)acetic acid (1.0 g). The mixture was stirred ...